Dataset: the Open Reaction Database (ORD), a public repository of structured organic reaction records. Task: describe an organic reaction: reactants, conditions, products, and yield Reactants: N1C(=NC=C1)C(=O)NN (2-imidazolecarboxylic acid hydrazide), COC(C1=CC=CC=C1)(OC)OC (trimethylorthobenzoate). Run in C(C)O (ethanol). Run at time 10 minute. Product: C1(=CC=CC=C1)C1=NNC(C=2N1C=CN2)=O (5-phenyl-imidazo[1,2-d]-as-triazin-8(7H)-one). RXN SMILES: [NH:1]1[CH:5]=[CH:4][N:3]=[C:2]1[C:6]([NH:8][NH2:9])=[O:7].CO[C:12](OC)(OC)[C:13]1[CH:18]=[CH:17][CH:16]=[CH:15][CH:14]=1>C(O)C>[C:13]1([C:12]2[N:1]3[CH:5]=[CH:4][N:3]=[C:2]3[C:6](=[O:7])[NH:8][N:9]=2)[CH:18]=[CH:17][CH:16]=[CH:15][CH:14]=1. Reported procedure: A 2.6 gm. portion of 2-imidazolecarboxylic acid hydrazide is added to 200 ml. of ethanol. To this is added 20 ml. of trimethylorthobenzoate. The mixture is refluxed for 31 hours, then the solvents are evaporated giving a white solid which is washed twice with diethyl ether giving 3.0 gm. of white solid. This solid is combined with 50 ml. of diphenyl ether and heated with stirring in an oil bath at 265°-275° C. for 10 minutes. The mixture is cooled, petroleum ether is added and the mixture is fil... Reactants: CC(C)(C)[O-], CS(C)=O, CC1CN2c3nc(Cl)ncc3N(CC3CC3)C(=O)C2CO1, CI, [Na+]. Yields the product CC1CN2c3nc(Cl)ncc3N(CC3CC3)C(=O)C2(C)CO1. RXN SMILES: [CH3:24][C:25]([O-:26])([CH3:27])[CH3:28].[CH3:30][S:31]([CH3:32])=[O:33].[Cl:1][c:2]1[n:3][c:4]2[c:9]([cH:10][n:11]1)[N:8]([CH2:12][CH:13]1[CH2:14][CH2:15]1)[C:7](=[O:16])[CH:6]1[N:5]2[CH2:20][CH:19]([CH3:21])[O:18][CH2:17]1.[I:22][CH3:23].[Na+:29]>>[Cl:1][c:2]1[n:3][c:4]2[c:9]([cH:10][n:11]1)[N:8]([CH2:12][CH:13]1[CH2:14][CH2:15]1)[C:7](=[O:16])[C:6]1([CH3:24])[N:5]2[CH2:20][CH:19]([CH3:21])[O:18][CH2:17]1. Starting materials: [BH4-], CO, COC(=O)COCC#CCN1C(=O)CCCC1CCC(=O)Cc1cccc(Cl)c1, ClCCl, [Na+]. The product is COC(=O)COCC#CCN1C(=O)CCCC1CCC(O)Cc1cccc(Cl)c1. RXN SMILES: [BH4-:1].[CH3:3][OH:4].[CH3:5][O:6][C:7]([CH2:8][O:9][CH2:10][C:11]#[C:12][CH2:13][N:14]1[CH:15]([CH2:21][CH2:22][C:23]([CH2:24][c:25]2[cH:26][c:27]([Cl:31])[cH:28][cH:29][cH:30]2)=[O:32])[CH2:16][CH2:17][CH2:18][C:19]1=[O:20])=[O:33].[Cl:34][CH2:35][Cl:36].[Na+:2]>>[CH3:5][O:6][C:7]([CH2:8][O:9][CH2:10][C:11]#[C:12][CH2:13][N:14]1[CH:15]([CH2:21][CH2:22][CH:23]([CH2:24][c:25]2[cH:26][c:27]([Cl:31])[cH:28][cH:29][cH:30]2)[OH:32])[CH2:16][CH2:17][CH2:18][C:19]1=[O:20])=[O:33]. Product: c1ccc(Cn2nc(-c3ccncc3)nc2-c2ccncc2)cc1. Starting materials: CN(C)C=O, ClCc1ccccc1, [H-], [Na+], C1CCOC1, c1cc(-c2n[nH]c(-c3ccncc3)n2)ccn1. As a reaction SMILES: [CH3:20][N:21]([CH3:22])[CH:23]=[O:24].[Cl:25][CH2:26][c:27]1[cH:28][cH:29][cH:30][cH:31][cH:32]1.[H-:18].[Na+:19].[O:33]1[CH2:34][CH2:35][CH2:36][CH2:37]1.[n:1]1[cH:2][cH:3][c:4](-[c:7]2[n:8][nH:9][c:10](-[c:12]3[cH:13][cH:14][n:15][cH:16][cH:17]3)[n:11]2)[cH:5][cH:6]1>>[n:1]1[cH:2][cH:3][c:4](-[c:7]2[n:8]([CH2:26][c:27]3[cH:28][cH:29][cH:30][cH:31][cH:32]3)[n:9][c:10](-[c:12]3[cH:13][cH:14][n:15][cH:16][cH:17]3)[n:11]2)[cH:5][cH:6]1. Reactants: C1(CC1)S(=O)(=O)N (cyclopropanesulfonic acid amide), [H-].[Na+] (sodium hydride), ClC=1C=C2CC(C(NC2=C(C1)C(=O)O)C1=CC(=CC=C1)NC(=O)C1=NC=CN=C1)(C)C (6-chloro-3,3-dimethyl-2-{3-[(pyrazine-2-carbonyl)-amino]-phenyl}-1,2,3,4-tetrahydro-quinoline-8-carboxylic acid), C(=O)(N1C=NC=C1)N1C=NC=C1 (1,1′-carbonyldiimidazole), C1(CC1)S(=O)(=O)N (cyclopropanesulfonic acid amide), [H-].[Na+] (sodium hydride). The solvent is CN(C=O)C (N,N-dimethylformamide), CN(C=O)C (N,N-dimethylformamide), CN(C=O)C (N,N-dimethylformamide). Run at temperature 25 celsius, time 1 hour. The product is ClC=1C=C2CC(C(NC2=C(C1)C(=O)NS(=O)(=O)C1CC1)C=1C=C(C=CC1)NC(=O)C1=NC=CN=C1)(C)C (pyrazine-2-carboxylic acid [3-(6-chloro-8-cyclopropanesulfonylaminocarbonyl-3,3-dimethyl-1,2,3,4-tetrahydro-quinolin-2-yl)-phenyl]-amide). Yield: 49.4%. Reaction SMILES: [CH:1]1([S:4]([NH2:7])(=[O:6])=[O:5])[CH2:3][CH2:2]1.[H-].[Na+].[Cl:10][C:11]1[CH:12]=[C:13]2[C:18](=[C:19]([C:21](O)=[O:22])[CH:20]=1)[NH:17][CH:16]([C:24]1[CH:29]=[CH:28][CH:27]=[C:26]([NH:30][C:31]([C:33]3[CH:38]=[N:37][CH:36]=[CH:35][N:34]=3)=[O:32])[CH:25]=1)[C:15]([CH3:40])([CH3:39])[CH2:14]2.C(N1C=CN=C1)(N1C=CN=C1)=O>CN(C)C=O>[Cl:10][C:11]1[CH:12]=[C:13]2[C:18](=[C:19]([C:21]([NH:7][S:4]([CH:1]3[CH2:3][CH2:2]3)(=[O:6])=[O:5])=[O:22])[CH:20]=1)[NH:17][CH:16]([C:24]1[CH:25]=[C:26]([NH:30][C:31]([C:33]3[CH:38]=[N:37][CH:36]=[CH:35][N:34]=3)=[O:32])[CH:27]=[CH:28][CH:29]=1)[C:15]([CH3:40])([CH3:39])[CH2:14]2 |f:1.2|. Procedure details: To a suspension of cyclopropanesulfonic acid amide (182 mg, 1.5 mmol) in N,N-dimethylformamide (2 mL) was added sodium hydride (57 mg, 1.43 mmol). The resulting mixture was stirred at 25° C. for 1 h. A solution of 6-chloro-3,3-dimethyl-2-{3-[(pyrazine-2-carbonyl)-amino]-phenyl}-1,2,3,4-tetrahydro-quinoline-8-carboxylic acid (65 mg, 0.15 mmol) and 1,1′-carbonyldiimidazole (49 mg, 0.3 mmol) in N,N-dimethylformamide (1.5 mL) was stirred at 70° C. for 1 h, the above suspension of cyclopropanesulfoni...